Dataset: the Open Reaction Database (ORD), a public repository of structured organic reaction records. Task: describe an organic reaction: reactants, conditions, products, and yield Starting materials: CNCC(=O)O (MeNHCH2COOH), C(C1=CC=CC=C1)O (benzyl alcohol). Yields the product CNCC(=O)OC(=O)C1=CC=CC=C1 (MeNHCH2COOBz). As a reaction SMILES: [CH3:1][NH:2][CH2:3][C:4]([OH:6])=[O:5].[CH2:7]([OH:14])[C:8]1[CH:13]=[CH:12][CH:11]=[CH:10][CH:9]=1>>[CH3:1][NH:2][CH2:3][C:4]([O:6][C:7]([C:8]1[CH:13]=[CH:12][CH:11]=[CH:10][CH:9]=1)=[O:14])=[O:5]. Procedure details: Following the procedure described in Example 7 above, MeNHCH2COOH is esterified with benzyl alcohol to provide MeNHCH2COOBz (22). Starting materials: C12CN(CCC2O1)C(=O)OCC1=CC=CC=C1 (Benzyl 7-oxa-3-azabicyclo[4.1.0]heptane-3-carboxylate), [N-]=[N+]=[N-].[Na+] (sodium azide), [Cl-].[NH4+] (ammonium chloride). Run in CO (methanol), O (water). Reaction conditions: temperature 65 celsius. Yields the product N(=[N+]=[N-])[C@@H]1CN(CC[C@H]1O)C(=O)OCC1=CC=CC=C1 ((3R,4R)-benzyl 3-azido-4-hydroxypiperidine-1-carboxylate). Yield: 100.4%. RXN SMILES: [CH:1]12[O:7][CH:6]1[CH2:5][CH2:4][N:3]([C:8]([O:10][CH2:11][C:12]1[CH:17]=[CH:16][CH:15]=[CH:14][CH:13]=1)=[O:9])[CH2:2]2.[N-:18]=[N+:19]=[N-:20].[Na+].[Cl-].[NH4+]>CO.O>[N:18]([C@H:1]1[C@H:6]([OH:7])[CH2:5][CH2:4][N:3]([C:8]([O:10][CH2:11][C:12]2[CH:17]=[CH:16][CH:15]=[CH:14][CH:13]=2)=[O:9])[CH2:2]1)=[N+:19]=[N-:20] |f:1.2,3.4|. Procedure details: Benzyl 7-oxa-3-azabicyclo[4.1.0]heptane-3-carboxylate (6.78 g, 29.1 mmol), sodium azide (3.78 g, 2 equiv), and ammonium chloride (1.56 g, 1 equiv) were dissolved in methanol (100 mL) and water (20 mL). The mixture was heated at 65° C. for 18 h. The mixture was cooled to rt and methanol was removed under vacuum. The aqueous residue was extracted with ether (3×120 mL). The combined ether layers were washed with brine (30 mL) and dried over Na2SO4. Concentration afforded (3R,4R)-benzyl 3-azido-4-hy... Reactants: ClCCCO (3-Chloropropanol), [N+](=O)([O-])C1=CC=C(C=C1)S (4-nitrothiophenol), [OH-].[Na+] (sodium hydroxide). The solvent is O (water). Reaction conditions: temperature 80 celsius. Yields the product OCCCSC1=CC=C(C=C1)[N+](=O)[O-] (1-(3-Hydroxypropylthio)-4-nitrobenzene). The yield is 98.4%. Reaction SMILES: Cl[CH2:2][CH2:3][CH2:4][OH:5].[N+:6]([C:9]1[CH:14]=[CH:13][C:12]([SH:15])=[CH:11][CH:10]=1)([O-:8])=[O:7].[OH-].[Na+]>O>[OH:5][CH2:4][CH2:3][CH2:2][S:15][C:12]1[CH:13]=[CH:14][C:9]([N+:6]([O-:8])=[O:7])=[CH:10][CH:11]=1 |f:2.3|. Procedure: 3-Chloropropanol (6.0 g, 63.5 mmol) was added dropwise to a solution of 4-nitrothiophenol (8.2 g, 52.9 mmol) and sodium hydroxide (3.2 g) in water (120 ml) stirred and heated at 80° C. under nitrogen and the mixture heated at 80° C. for 205 minutes. The mixture was allowed to cool and then extracted with EtOAc (2×100 ml). The extracts were combined, washed with water (50 ml) and brine (50 ml), dried and evaporated to give the title compound (11.1 g, 98%). NMR (CDCl3) 1.99 (m, 2H), 3.18 (t, 2H), ... The reactants are CC(C)(C)OC(=O)CBr, [Li]CCCC, COCCOC, CCCCCC, [Cl-], O=S(=O)(Cc1cc(F)ccc1F)c1ccc(Cl)cc1, [NH4+]. Product: CC(C)(C)OC(=O)CC(c1cc(F)ccc1F)S(=O)(=O)c1ccc(Cl)cc1. RXN SMILES: [Br:25][CH2:26][C:27](=[O:28])[O:29][C:30]([CH3:31])([CH3:32])[CH3:33].[CH2:1]([Li:2])[CH2:3][CH2:4][CH3:5].[CH2:36]([CH2:37][O:38][CH3:39])[O:40][CH3:41].[CH3:42][CH2:43][CH2:44][CH2:45][CH2:46][CH3:47].[Cl-:34].[Cl:6][c:7]1[cH:8][cH:9][c:10]([S:13](=[O:14])(=[O:15])[CH2:16][c:17]2[c:18]([F:24])[cH:19][cH:20][c:21]([F:23])[cH:22]2)[cH:11][cH:12]1.[NH4+:35]>>[Cl:6][c:7]1[cH:8][cH:9][c:10]([S:13](=[O:14])(=[O:15])[CH:16]([c:17]2[c:18]([F:24])[cH:19][cH:20][c:21]([F:23])[cH:22]2)[CH2:26][C:27](=[O:28])[O:29][C:30]([CH3:31])([CH3:32])[CH3:33])[cH:11][cH:12]1. Reactants: O=C(n1ccnc1)n1ccnc1, O=C(O)CCCCNC(=O)OCc1ccccc1, C1CCOC1, CC(C)NC(C)C, [Cl-], [NH4+], COC(=O)Cc1ccc(C)cc1. The product is COC(=O)C(C(=O)CCCCNC(=O)OCc1ccccc1)c1ccc(C)cc1. As a reaction SMILES: [C:19]([n:20]1[cH:21][cH:22][n:23][cH:24]1)([n:25]1[cH:26][cH:27][n:28][cH:29]1)=[O:30].[CH2:1]([c:2]1[cH:3][cH:4][cH:5][cH:6][cH:7]1)[O:8][C:9](=[O:10])[NH:11][CH2:12][CH2:13][CH2:14][CH2:15][C:16](=[O:17])[OH:18].[CH2:52]1[O:53][CH2:54][CH2:55][CH2:56]1.[CH:31]([NH:32][CH:33]([CH3:34])[CH3:35])([CH3:36])[CH3:37].[Cl-:50].[NH4+:51].[c:38]1([CH3:49])[cH:39][cH:40][c:41]([CH2:44][C:45](=[O:46])[O:47][CH3:48])[cH:42][cH:43]1>>[CH2:1]([c:2]1[cH:3][cH:4][cH:5][cH:6][cH:7]1)[O:8][C:9](=[O:10])[NH:11][CH2:12][CH2:13][CH2:14][CH2:15][C:16](=[O:18])[CH:44]([c:41]1[cH:40][cH:39][c:38]([CH3:49])[cH:43][cH:42]1)[C:45](=[O:46])[O:47][CH3:48]. Starting materials: N([C@H](CC1=CC=CC2=CC=CC=C12)C(=O)O)C(=O)OC(C)(C)C (Boc-D-1-Nal-OH), CS(=O)(=O)N (methanesulfonamide), Cl (HCl). Run in C(Cl)Cl (CH2Cl2). Yields the product N([C@H](CC1=CC=CC2=CC=CC=C12)C(=O)O)C(=O)OC(C)(C)C.CS(=O)(=O)N (Boc-D-1-Nal methanesulfonamide). The yield is 96.8%. RXN SMILES: [NH:1]([C:17]([O:19][C:20]([CH3:23])([CH3:22])[CH3:21])=[O:18])[C@@H:2]([C:14]([OH:16])=[O:15])[CH2:3][C:4]1[C:13]2[C:8](=[CH:9][CH:10]=[CH:11][CH:12]=2)[CH:7]=[CH:6][CH:5]=1.[CH3:24][S:25]([NH2:28])(=[O:27])=[O:26].Cl>C(Cl)Cl>[NH:1]([C:17]([O:19][C:20]([CH3:23])([CH3:22])[CH3:21])=[O:18])[C@@H:2]([C:14]([OH:16])=[O:15])[CH2:3][C:4]1[C:13]2[C:8](=[CH:9][CH:10]=[CH:11][CH:12]=2)[CH:7]=[CH:6][CH:5]=1.[CH3:24][S:25]([NH2:28])(=[O:27])=[O:26] |f:4.5|. Procedure details: Boc-D-1-Nal-OH (0.50 g), methanesulfonamide (0.18 g) DMAP (0.23 g), WSCD.HCl (0.37 g) and CH2Cl2 (10 ml) were reacted in a similar manner to that of Preparation 1-1) to give Boc-D-1-Nal-methanesulfonamide (0.63 g). Starting materials: N[C@H](CO)CN(C1=CC=CC=C1)CC ((S)-2-amino-3-(ethyl-phenyl-amino)-propan-1-ol), N#CBr (cyanogen bromide). The product is C(C)N(C1=CC=CC=C1)C[C@@H]1N=C(OC1)N ((S)-4-[(ethyl-phenyl-amino)-methyl]-4,5-dihydro-oxazol-2-ylamine). RXN SMILES: [NH2:1][C@@H:2]([CH2:5][N:6]([CH2:13][CH3:14])[C:7]1[CH:12]=[CH:11][CH:10]=[CH:9][CH:8]=1)[CH2:3][OH:4].[N:15]#[C:16]Br>>[CH2:13]([N:6]([CH2:5][C@H:2]1[CH2:3][O:4][C:16]([NH2:15])=[N:1]1)[C:7]1[CH:12]=[CH:11][CH:10]=[CH:9][CH:8]=1)[CH3:14]. Reported procedure: In analogy to example 1.d (S)-2-amino-3-(ethyl-phenyl-amino)-propan-1-ol was reacted with cyanogen bromide to give (S)-4-[(ethyl-phenyl-amino)-methyl]-4,5-dihydro-oxazol-2-ylamine. Off-white solid. MS (ISP): 220.4 ([M+H]+) Reactants: CN(S(=O)(=O)N)C (N,N-dimethylsulfamide), CCN=C=NCCCN(C)C.Cl (EDAC.HCl), FC(C(=O)[O-])(F)F (trifluoroacetate), C1(CCCCC1)C=1C=2C=CC(=CC2N2C1C1=C(CN(CC2)C)C=C(C=C1)OC)C(=O)O (14-cyclohexyl-3-methoxy-6-methyl-5,6,7,8-tetrahydroindolo[2,1-a][2,5]benzodiazocine-11-carboxylic acid). The reagents and catalysts are CN(C)C=1C=CN=CC1 (DMAP). Solvent: C(Cl)Cl (DCM). Reaction conditions: time 8 hour. Product: C1(CCCCC1)C=1C=2C=CC(=CC2N2C1C1=C(CN(CC2)C)C=C(C=C1)OC)C(=O)NS(=O)(=O)N(C)C (14-cyclohexyl-N-[(dimethylamino)sulfonyl]-3-methoxy-6-methyl-5,6,7,8-tetrahydroindolo[2,1-a][2,5]benzodiazocine-11-carboxamide). Isolated yield 38.0%. Reaction SMILES: FC(F)(F)C([O-])=O.[CH:8]1([C:14]2[C:15]3[CH:16]=[CH:17][C:18]([C:36](O)=[O:37])=[CH:19][C:20]=3[N:21]3[CH2:28][CH2:27][N:26]([CH3:29])[CH2:25][C:24]4[CH:30]=[C:31]([O:34][CH3:35])[CH:32]=[CH:33][C:23]=4[C:22]=23)[CH2:13][CH2:12][CH2:11][CH2:10][CH2:9]1.CCN=C=NCCCN(C)C.Cl.[CH3:51][N:52]([CH3:57])[S:53]([NH2:56])(=[O:55])=[O:54]>CN(C1C=CN=CC=1)C.C(Cl)Cl>[CH:8]1([C:14]2[C:15]3[CH:16]=[CH:17][C:18]([C:36]([NH:56][S:53]([N:52]([CH3:57])[CH3:51])(=[O:55])=[O:54])=[O:37])=[CH:19][C:20]=3[N:21]3[CH2:28][CH2:27][N:26]([CH3:29])[CH2:25][C:24]4[CH:30]=[C:31]([O:34][CH3:35])[CH:32]=[CH:33][C:23]=4[C:22]=23)[CH2:9][CH2:10][CH2:11][CH2:12][CH2:13]1 |f:2.3|. Procedure details: 1.5 eq of DMAP was added to the trifluoroacetate salt of 14-cyclohexyl-3-methoxy-6-methyl-5,6,7,8-tetrahydroindolo[2,1-a][2,5]benzodiazocine-11-carboxylic acid (from Example 4) in dry DCM (0.1 M). Then 1.5 eq of EDAC.HCl was added and after 5 min of stirring at RT 1.5 eq of N,N-dimethylsulfamide. The reaction mixture was stirred overnight at RT. The solvent was removed in vacuo and the residue directly purified by RP-MS-HPLC (stationary phase: column Waters XTERRA prep. C18, 5 um, 19×100 mm. Mob... Yields the product CC(=O)OC1CC(c2nc(-c3ccccc3)c(-c3ccccc3)o2)N(C(=O)OCc2ccccc2)C1. Reaction SMILES: [C:65]([OH:66])(=[O:67])[CH3:68].[CH2:69]1[O:70][CH2:71][CH2:72][CH2:73]1.[O:53]=[C:54]([O:55][CH2:56][CH3:57])[N:58]=[N:62][C:63]([O:59][CH2:60][CH3:61])=[O:64].[c:1]1(-[c:7]2[n:8][c:9]([CH:18]3[N:19]([C:24](=[O:25])[O:26][CH2:27][c:28]4[cH:29][cH:30][cH:31][cH:32][cH:33]4)[CH2:20][CH:21]([OH:23])[CH2:22]3)[o:10][c:11]2-[c:12]2[cH:13][cH:14][cH:15][cH:16][cH:17]2)[cH:2][cH:3][cH:4][cH:5][cH:6]1.[c:34]1([P:35]([c:36]2[cH:37][cH:38][cH:39][cH:40][cH:41]2)[c:42]2[cH:43][cH:44][cH:45][cH:46][cH:47]2)[cH:48][cH:49][cH:50][cH:51][cH:52]1>>[c:1]1(-[c:7]2[n:8][c:9]([CH:18]3[N:19]([C:24](=[O:25])[O:26][CH2:27][c:28]4[cH:29][cH:30][cH:31][cH:32][cH:33]4)[CH2:20][CH:21]([O:23][C:60](=[O:59])[CH3:61])[CH2:22]3)[o:10][c:11]2-[c:12]2[cH:13][cH:14][cH:15][cH:16][cH:17]2)[cH:2][cH:3][cH:4][cH:5][cH:6]1. Reactants: CC(=O)O, C1CCOC1, CCOC(=O)N=NC(=O)OCC, O=C(OCc1ccccc1)N1CC(O)CC1c1nc(-c2ccccc2)c(-c2ccccc2)o1, c1ccc(P(c2ccccc2)c2ccccc2)cc1.